The task is: describe an organic reaction: reactants, conditions, products, and yield. This data is from the Open Reaction Database (ORD), a public repository of structured organic reaction records. As a reaction SMILES: [CH3:1][C:2]1([CH3:16])[C:6]([CH3:8])([CH3:7])[O:5][B:4]([C:9]2[CH:15]=[CH:14][C:12]([NH2:13])=[CH:11][CH:10]=2)[O:3]1.[F:17][C:18]1[CH:23]=[CH:22][C:21]([CH3:24])=[CH:20][C:19]=1[N:25]=[C:26]=[O:27]>ClCCl>[F:17][C:18]1[CH:23]=[CH:22][C:21]([CH3:24])=[CH:20][C:19]=1[NH:25][C:26]([NH:13][C:12]1[CH:14]=[CH:15][C:9]([B:4]2[O:3][C:2]([CH3:16])([CH3:1])[C:6]([CH3:7])([CH3:8])[O:5]2)=[CH:10][CH:11]=1)=[O:27]. Run at time 8 hour. Procedure: A 0° C. mixture of 4-(4,4,5,5-tetramethyl-1,3,2-dioxaborolan-2-yl)aniline (0.5 g, 2.28 mmol) and 1-fluoro-2-isocyanato-4-methylbenzene (0.297 mL, 2.28 mmol) in dichloromethane (15 mL) was allowed to gradually warm to room temperature and stirred overnight. The resulting suspension was diluted with hexanes resulting in the formation of more precipitate, which was collected by filtration to provide 0.68 g of the desired product. MS (ESI(+)) m/e 370.7 (M+H)+. The solvent is ClCCl (dichloromethane), hexanes. Isolated yield 80.6%. The reactants are CC1(OB(OC1(C)C)C1=CC=C(N)C=C1)C (4-(4,4,5,5-tetramethyl-1,3,2-dioxaborolan-2-yl)aniline), FC1=C(C=C(C=C1)C)N=C=O (1-fluoro-2-isocyanato-4-methylbenzene). The product is FC1=C(C=C(C=C1)C)NC(=O)NC1=CC=C(C=C1)B1OC(C(O1)(C)C)(C)C (N-(2-fluoro-5-methylphenyl)-N′-[4-(4,4,5,5-tetramethyl-1,3,2-dioxaborolan-2-yl)phenyl]urea).